Dataset: the Open Reaction Database (ORD), a public repository of structured organic reaction records. Task: describe an organic reaction: reactants, conditions, products, and yield The reactants are [Al+3], O=C1CCC(=O)O1, S=C=S, Cc1ccccc1, [Cl-], [Cl-], [Cl-], CCC1CCC(CCc2ccccc2)CC1. Yields the product CCC1CCC(CCc2ccc(C(=O)CCC(=O)O)cc2)CC1. Reaction SMILES: [Al+3:28].[C:17]1(=[O:23])[CH2:18][CH2:19][C:20](=[O:21])[O:22]1.[C:24](=[S:25])=[S:26].[CH3:31][c:32]1[cH:33][cH:34][cH:35][cH:36][cH:37]1.[Cl-:27].[Cl-:29].[Cl-:30].[c:1]1([CH2:7][CH2:8][CH:9]2[CH2:10][CH2:11][CH:12]([CH2:15][CH3:16])[CH2:13][CH2:14]2)[cH:2][cH:3][cH:4][cH:5][cH:6]1>>[c:1]1([CH2:7][CH2:8][CH:9]2[CH2:10][CH2:11][CH:12]([CH2:15][CH3:16])[CH2:13][CH2:14]2)[cH:2][cH:3][c:4]([C:17]([CH2:18][CH2:19][C:20](=[O:21])[OH:22])=[O:23])[cH:5][cH:6]1.